This data is from the Open Reaction Database (ORD), a public repository of structured organic reaction records. The task is: describe an organic reaction: reactants, conditions, products, and yield The reactants are COC1=CC=C(C=C1)N(C(C)=O)CC(=C)C (N-(4-methoxyphenyl)-N-(2-methylallyl)acetamide), [Cl-].[Al+3].[Cl-].[Cl-] (aluminium chloride). The solvent is ClC1=CC=CC=C1 (chlorobenzene), O (water), C(C)(=O)OCC (ethyl acetate). Conditions: temperature 0 celsius. Product: C(C)(=O)N1CC(C2=CC(=CC=C12)O)(C)C (1-acetyl-3,3-dimethylindolin-5-ol). Yield: 33.1%. RXN SMILES: C[O:2][C:3]1[CH:8]=[CH:7][C:6]([N:9]([CH2:13][C:14]([CH3:16])=[CH2:15])[C:10](=[O:12])[CH3:11])=[CH:5][CH:4]=1.[Cl-].[Al+3].[Cl-].[Cl-]>ClC1C=CC=CC=1.O.C(OCC)(=O)C>[C:10]([N:9]1[C:6]2[C:5](=[CH:4][C:3]([OH:2])=[CH:8][CH:7]=2)[C:14]([CH3:16])([CH3:15])[CH2:13]1)(=[O:12])[CH3:11] |f:1.2.3.4|. Reported procedure: A solution of N-(4-methoxyphenyl)-N-(2-methylallyl)acetamide (1.00 g, 4.56 mmol) and aluminium chloride (2.0 g, 15.0 mmol) in 1.0 mL of chlorobenzene was stirred at 110° C. for 3 h. After the reaction mixture was cooled to 0° C., the reaction mixture was diluted with water and ethyl acetate. The separated organic layer was washed with 1 M HCl, saturated NaHCO3 aqueous solution and brine, successively, and dried over MgSO4. After filtration, the filtrate was concentrated in vacuo, and the residue... The reactants are CCNCc1cc2ccccc2nc1-c1cc(CC(=O)OCC)ccc1OC, CCN(C(C)C)C(C)C, O=C(Cl)C1CC1, ClCCl. The product is CCOC(=O)Cc1ccc(OC)c(-c2nc3ccccc3cc2CN(CC)C(=O)C2CC2)c1. RXN SMILES: [CH2:1]([CH3:2])[O:3][C:4]([CH2:5][c:6]1[cH:7][c:8](-[c:14]2[n:15][c:16]3[cH:17][cH:18][cH:19][cH:20][c:21]3[cH:22][c:23]2[CH2:24][NH:25][CH2:26][CH3:27])[c:9]([O:12][CH3:13])[cH:10][cH:11]1)=[O:28].[CH:29]([N:30]([CH:31]([CH3:32])[CH3:33])[CH2:34][CH3:35])([CH3:36])[CH3:37].[CH:38]1([C:41](=[O:42])[Cl:43])[CH2:39][CH2:40]1.[Cl:44][CH2:45][Cl:46]>>[CH2:1]([CH3:2])[O:3][C:4]([CH2:5][c:6]1[cH:7][c:8](-[c:14]2[n:15][c:16]3[cH:17][cH:18][cH:19][cH:20][c:21]3[cH:22][c:23]2[CH2:24][N:25]([CH2:26][CH3:27])[C:41]([CH:38]2[CH2:39][CH2:40]2)=[O:42])[c:9]([O:12][CH3:13])[cH:10][cH:11]1)=[O:28]. Reactants: CC=1C=C(C=O)C=C(C1O)C (3,5-dimethyl-4-hydroxybenzaldehyde), C(C1=CC=CC=C1)NS(=O)(=O)CC#N (N-benzyl cyanomethylsulfonamide). Yields the product C(C1=CC=CC=C1)NS(=O)(=O)\C(\C#N)=C\C1=CC(=C(C(=C1)C)O)C ((E)-2-(Benzylaminosulfonyl)-3-(3,5-dimethyl-4-hydroxyphenyl)acrylonitrile). Reaction SMILES: [CH3:1][C:2]1[CH:3]=[C:4]([CH:7]=[C:8]([CH3:11])[C:9]=1[OH:10])[CH:5]=O.[CH2:12]([NH:19][S:20]([CH2:23][C:24]#[N:25])(=[O:22])=[O:21])[C:13]1[CH:18]=[CH:17][CH:16]=[CH:15][CH:14]=1>>[CH2:12]([NH:19][S:20](/[C:23](=[CH:5]/[C:4]1[CH:3]=[C:2]([CH3:1])[C:9]([OH:10])=[C:8]([CH3:11])[CH:7]=1)/[C:24]#[N:25])(=[O:22])=[O:21])[C:13]1[CH:14]=[CH:15][CH:16]=[CH:17][CH:18]=1. Reported procedure: The titled compound was prepared with 3,5-dimethyl-4-hydroxybenzaldehyde and N-benzyl cyanomethylsulfonamide under the similar conditions as described for EXAMPLE 12 (part B). The reactants are COc1ccc(CN2CCCc3cc(Br)ccc32)cc1, O=Cc1cc(Br)ccc1Cl, [Li]CCCC, C1CCOC1. Yields the product COc1ccc(CN2CCCc3cc(C(O)c4cc(Br)ccc4Cl)ccc32)cc1. RXN SMILES: [Br:1][c:2]1[cH:3][c:4]2[c:9]([cH:10][cH:11]1)[N:8]([CH2:12][c:13]1[cH:14][cH:15][c:16]([O:19][CH3:20])[cH:17][cH:18]1)[CH2:7][CH2:6][CH2:5]2.[Br:26][c:27]1[cH:28][cH:29][c:30]([Cl:35])[c:31]([CH:32]=[O:33])[cH:34]1.[CH2:21]([Li:22])[CH2:23][CH2:24][CH3:25].[CH2:36]1[O:37][CH2:38][CH2:39][CH2:40]1>>[c:2]1([CH:32]([c:31]2[c:30]([Cl:35])[cH:29][cH:28][c:27]([Br:26])[cH:34]2)[OH:33])[cH:3][c:4]2[c:9]([cH:10][cH:11]1)[N:8]([CH2:12][c:13]1[cH:14][cH:15][c:16]([O:19][CH3:20])[cH:17][cH:18]1)[CH2:7][CH2:6][CH2:5]2.